Dataset: the Open Reaction Database (ORD), a public repository of structured organic reaction records. Task: describe an organic reaction: reactants, conditions, products, and yield Reactants: CC(C)(C)OC(=O)N1CCC(O)CC1, Clc1cncc(Cl)n1, [H-], [H][H], [Na+], CN(C)C=O. The product is CC(C)(C)OC(=O)N1CCC(Oc2cncc(Cl)n2)CC1. Reaction SMILES: [C:1](=[O:2])([O:3][C:4]([CH3:5])([CH3:6])[CH3:7])[N:8]1[CH2:9][CH2:10][CH:11]([OH:14])[CH2:12][CH2:13]1.[Cl:19][c:20]1[n:21][c:22]([Cl:26])[cH:23][n:24][cH:25]1.[H-:15].[H:17][H:18].[Na+:16].[O:27]=[CH:28][N:29]([CH3:30])[CH3:31]>>[C:1](=[O:2])([O:3][C:4]([CH3:5])([CH3:6])[CH3:7])[N:8]1[CH2:9][CH2:10][CH:11]([O:14][c:22]2[n:21][c:20]([Cl:19])[cH:25][n:24][cH:23]2)[CH2:12][CH2:13]1. Starting materials: COC(=O)c1ccc(CBr)cc1, Nc1ccc(Cl)cc1[N+](=O)[O-], [H-], [Na+], [Na+], O=C([O-])O, CN(C)C=O. Yields the product COC(=O)c1ccc(CNc2ccc(Cl)cc2[N+](=O)[O-])cc1. RXN SMILES: [CH3:14][O:15][C:16]([c:17]1[cH:18][cH:19][c:20]([CH2:23][Br:24])[cH:21][cH:22]1)=[O:25].[Cl:1][c:2]1[cH:3][c:4]([N+:9](=[O:10])[O-:11])[c:5]([NH2:6])[cH:7][cH:8]1.[H-:13].[Na+:12].[Na+:30].[O-:26][C:27]([OH:28])=[O:29].[O:31]=[CH:32][N:33]([CH3:34])[CH3:35]>>[Cl:1][c:2]1[cH:3][c:4]([N+:9](=[O:10])[O-:11])[c:5]([NH:6][CH2:23][c:20]2[cH:19][cH:18][c:17]([C:16]([O:15][CH3:14])=[O:25])[cH:22][cH:21]2)[cH:7][cH:8]1. Starting materials: FC1=C(C(=O)O)C=CN=C1 (3-fluoroisonicotinic acid), S(=O)(Cl)Cl (thionyl chloride). The solvent is CN(C)C=O (DMF). Yields the product FC1=C(C(=O)Cl)C=CN=C1 (3-fluoroisonicotinoyl chloride). Reaction SMILES: [F:1][C:2]1[CH:10]=[N:9][CH:8]=[CH:7][C:3]=1[C:4](O)=[O:5].S(Cl)([Cl:13])=O>CN(C=O)C>[F:1][C:2]1[CH:10]=[N:9][CH:8]=[CH:7][C:3]=1[C:4]([Cl:13])=[O:5]. Reported procedure: A mixture of 1.658 g (11.75 mmol) of 3-fluoroisonicotinic acid, 15 ml of thionyl chloride and three droplets of DMF was heated under reflux for 2 hours. The reaction mixture was allowed to cool, and then concentrated under reduced pressure to obtain 3-fluoroisonicotinoyl chloride. The compound thus obtained was then dissolved in 10 ml of acetone. The solution thus obtained was then added dropwise to a solution of 984 mg of ammonium thiocyanate in 15 ml of acetone with stirring in 5 minutes. Afte... Starting materials: COC(=O)c1cc(Br)ccc1C, CO, Cl, [Na+], [OH-], O. Yields the product Cc1ccc(Br)cc1C(=O)O. Reaction SMILES: [Br:1][c:2]1[cH:3][cH:4][c:5]([CH3:12])[c:6]([C:7](=[O:8])[O:9][CH3:10])[cH:11]1.[CH3:16][OH:17].[ClH:15].[Na+:14].[OH-:13].[OH2:18]>>[Br:1][c:2]1[cH:3][cH:4][c:5]([CH3:12])[c:6]([C:7](=[O:8])[OH:9])[cH:11]1.